From a dataset of the Open Reaction Database (ORD), a public repository of structured organic reaction records. describe an organic reaction: reactants, conditions, products, and yield The reactants are CS(=O)(=O)Cl, ClCCl, OCC1CCC2(CC2)O1. Yields the product CS(=O)(=O)OCC1CCC2(CC2)O1. Reaction SMILES: [CH3:10][S:11]([Cl:12])(=[O:13])=[O:14].[Cl:15][CH2:16][Cl:17].[OH:1][CH2:2][CH:3]1[O:4][C:5]2([CH2:6][CH2:7]2)[CH2:8][CH2:9]1>>[O:1]([CH2:2][CH:3]1[O:4][C:5]2([CH2:6][CH2:7]2)[CH2:8][CH2:9]1)[S:11]([CH3:10])(=[O:13])=[O:14]. The reactants are ClC=1C=C(C=CC1OC=1C=C2C(NC(C2=CC1[N+](=O)[O-])=O)=O)CC(=O)OC (Methyl 2-(3-chloro-4-(6-nitro-1,3-dioxoisoindolin-5-yloxy)phenyl)acetate), O.O.Cl[Sn]Cl (SnCl2.2H2O), C(=O)(O)[O-].[Na+] (NaHCO3), O (water). Run in CCOC(=O)C (EtOAc). Yields the product NC1=C(C=C2C(NC(C2=C1)=O)=O)OC1=C(C=C(C=C1)CC(=O)OC)Cl (Methyl 2-(4-(6-amino-1,3-dioxoisoindolin-5-yloxy)-3-chlorophenyl)acetate). Reaction SMILES: [Cl:1][C:2]1[CH:3]=[C:4]([CH2:23][C:24]([O:26][CH3:27])=[O:25])[CH:5]=[CH:6][C:7]=1[O:8][C:9]1[CH:10]=[C:11]2[C:15](=[CH:16][C:17]=1[N+:18]([O-])=O)[C:14](=[O:21])[NH:13][C:12]2=[O:22].O.O.Cl[Sn]Cl.O.C([O-])(O)=O.[Na+]>CCOC(C)=O>[NH2:18][C:17]1[CH:16]=[C:15]2[C:11]([C:12](=[O:22])[NH:13][C:14]2=[O:21])=[CH:10][C:9]=1[O:8][C:7]1[CH:6]=[CH:5][C:4]([CH2:23][C:24]([O:26][CH3:27])=[O:25])=[CH:3][C:2]=1[Cl:1] |f:1.2.3,5.6|. Reported procedure: To a solution of 30.1 (162 mg, 0.42 mmol) in 10 mL of EtOAc was added SnCl2.2H2O (469 mg, 2.1 mmol). The mixture was heated to reflux for 3 h. After cooling to room temperature, the mixture was poured into 20 mL of water. Saturated NaHCO3 was added to adjust the pH value of the mixture to 3. The mixture was filtered through Celite to remove solid precipitates. The filtrate was extracted with EtOAc. The EtOAc extract was washed with brine, dried over Na2SO4, and evaporated in vacuo to give 30.2. ... Reactants: [OH-].[Na+] (sodium hydroxide), [OH-].[Na+] (sodium hydroxide), CC=1C=NC=2C(CCCC2C1)Br (3-methyl-8-bromo-5,6,7,8-tetrahydroquinoline), SC=1NC2=C(N1)C=CC(=C2)OC (2-mercapto-5-methoxybenzimidazole). The solvent is O (water), CO (methanol). Reaction conditions: temperature 55 celsius, time 30 minute. Product: CC=1C=NC=2C(CCCC2C1)SC=1NC2=C(N1)C=CC(=C2)OC (3-methyl-8-(5-methoxy-2-benzimidazolyl)thio-5,6,7,8-tetrahydroquinoline). Isolated yield 98.0%. As a reaction SMILES: [OH-].[Na+].[SH:3][C:4]1[NH:5][C:6]2[CH:12]=[C:11]([O:13][CH3:14])[CH:10]=[CH:9][C:7]=2[N:8]=1.[CH3:15][C:16]1[CH:17]=[N:18][C:19]2[CH:20](Br)[CH2:21][CH2:22][CH2:23][C:24]=2[CH:25]=1>O.CO>[CH3:15][C:16]1[CH:17]=[N:18][C:19]2[CH:20]([S:3][C:4]3[NH:5][C:6]4[CH:12]=[C:11]([O:13][CH3:14])[CH:10]=[CH:9][C:7]=4[N:8]=3)[CH2:21][CH2:22][CH2:23][C:24]=2[CH:25]=1 |f:0.1|. Procedure: 2.80 Grams of sodium hydroxide was dissolved in 15 ml of water and 200 ml of methanol, then to this solution was added 10.63 g of 2-mercapto-5-methoxybenzimidazole and the reaction mixture was heated with stirring at 55° C. for 30 minutes. Next, 13.33 g of 3-methyl-8-bromo-5,6,7,8-tetrahydroquinoline was added to the reaction mixture, then the whole reaction mixture was stirred under heating for 2.5 hours. After the reaction was completed, the solvent was removed by evaporation under reduced pre... Reactants: C(C)(C)(C)N1C(=NC2=C1C=CC(=C2)B2OC(C(O2)(C)C)(C)C)C2=C(C=CC(=C2)OC)N2N=CC=C2 (1-tert-butyl-2-(5-methoxy-2-pyrazol-1-yl-phenyl)-5-(4,4,5,5-tetramethyl-1,3,2-dioxaborolan-2-yl)-1H-benzimidazole), BrC=1C=C2C(=NC1)NCC2 (5-bromo-2,3-dihydro-1H-pyrrolo[2,3-b]pyridine), C([O-])([O-])=O.[K+].[K+] (potassium carbonate). The reagents and catalysts are CC(C)(C)P(C1=CC=C(C=C1)N(C)C)C(C)(C)C.CC(C)(C)P(C1=CC=C(C=C1)N(C)C)C(C)(C)C.Cl[Pd]Cl (bis(di-tert-butyl(4-dimethylaminophenyl)phosphine)dichloropalladium(II)). Run in O (water), C1(=CC=CC=C1)C (toluene), O (water). Reaction conditions: temperature 100 celsius, time 4 hour. Product: C(C)(C)(C)N1C(=NC2=C1C=CC(=C2)C=2C=C1C(=NC2)NCC1)C1=C(C=CC(=C1)OC)N1N=CC=C1 (1-tert-Butyl-5-(2,3-dihydro-1H-pyrrolo[2,3-b]pyridin-5-yl)-2-(5-methoxy-2-pyrazol-1-yl-phenyl)-1H-benzimidazole). Isolated yield 17.2%. Reaction SMILES: [C:1]([N:5]1[C:9]2[CH:10]=[CH:11][C:12](B3OC(C)(C)C(C)(C)O3)=[CH:13][C:8]=2[N:7]=[C:6]1[C:23]1[CH:28]=[C:27]([O:29][CH3:30])[CH:26]=[CH:25][C:24]=1[N:31]1[CH:35]=[CH:34][CH:33]=[N:32]1)([CH3:4])([CH3:3])[CH3:2].Br[C:37]1[CH:38]=[C:39]2[CH2:45][CH2:44][NH:43][C:40]2=[N:41][CH:42]=1.C(=O)([O-])[O-].[K+].[K+]>C1(C)C=CC=CC=1.O.CC(P(C(C)(C)C)C1C=CC(N(C)C)=CC=1)(C)C.CC(P(C(C)(C)C)C1C=CC(N(C)C)=CC=1)(C)C.Cl[Pd]Cl>[C:1]([N:5]1[C:9]2[CH:10]=[CH:11][C:12]([C:37]3[CH:38]=[C:39]4[CH2:45][CH2:44][NH:43][C:40]4=[N:41][CH:42]=3)=[CH:13][C:8]=2[N:7]=[C:6]1[C:23]1[CH:28]=[C:27]([O:29][CH3:30])[CH:26]=[CH:25][C:24]=1[N:31]1[CH:35]=[CH:34][CH:33]=[N:32]1)([CH3:3])([CH3:4])[CH3:2] |f:2.3.4,7.8.9|. Reported procedure: In a microwave vial are combined 1-tert-butyl-2-(5-methoxy-2-pyrazol-1-yl-phenyl)-5-(4,4,5,5-tetramethyl-1,3,2-dioxaborolan-2-yl)-1H-benzimidazole (285 mg, 0.60 mmol), 5-bromo-2,3-dihydro-1H-pyrrolo[2,3-b]pyridine (100 mg, 0.50 mmol), potassium carbonate (140 mg, 1.0 mmol), and bis(di-tert-butyl(4-dimethylaminophenyl)phosphine)dichloropalladium(II) (53 mg, 0.08 mmol) in toluene (3.0 mL) and water (0.30 mL). The reaction vial is sealed and stirred at 100° C. for 4 hours in an oil bath. After this...